This data is from the Open Reaction Database (ORD), a public repository of structured organic reaction records. The task is: describe an organic reaction: reactants, conditions, products, and yield Reactants: FC(C(=O)O)(F)F (Trifluoroacetic acid), C(C1=CC=CC=C1)N1C(C(NC12CCN(CC2)C(=O)OCCCC)CCSC)=O (1-butyl benzyl-3-(2-methylsulfanylethyl)-2-oxo-1,4,8-triazaspiro[4,5]decane-8-carboxylate), C(=O)(O)[O-].[Na+] (NaHCO3). Run in C(Cl)Cl (CH2Cl2). Conditions: time 15 minute. Product: C(C1=CC=CC=C1)N1C(C(NC12CCNCC2)CCSC)=O (1-benzyl-3-(2-methylsulfanyl-ethyl)-1,4,8-triazaspiro[4,5]decan-2-one). Reaction SMILES: FC(F)(F)C(O)=O.[CH2:8]([N:15]1[C:19]2([CH2:24][CH2:23][N:22](C(OCCCC)=O)[CH2:21][CH2:20]2)[NH:18][CH:17]([CH2:32][CH2:33][S:34][CH3:35])[C:16]1=[O:36])[C:9]1[CH:14]=[CH:13][CH:12]=[CH:11][CH:10]=1.C([O-])(O)=O.[Na+]>C(Cl)Cl>[CH2:8]([N:15]1[C:19]2([CH2:20][CH2:21][NH:22][CH2:23][CH2:24]2)[NH:18][CH:17]([CH2:32][CH2:33][S:34][CH3:35])[C:16]1=[O:36])[C:9]1[CH:10]=[CH:11][CH:12]=[CH:13][CH:14]=1 |f:2.3|. Reported procedure: Trifluoroacetic acid (7.8 g, 68.0 mmol) was added dropwise to a solution of tert 1-butyl benzyl-3-(2-methylsulfanylethyl)-2-oxo-1,4,8-triazaspiro[4,5]decane-8-carboxylate (1.5 g, 3.5 mmol) in CH2Cl2 (10 ml) at 0° C. and the mixture was stirred for 15 min at this temperature. After warming to RT, the reaction solution was stirred for a further 2.5 h. Subsequently, the reaction solution was adjusted to pH 7 to 8 using saturated aqueous NaHCO3 solution, the organic phase was separated off, and the ... Reactants: CC1(OB(OC1(C)C)C1=C(C=CC=C1)O)C (2-(4,4,5,5-Tetramethyl-1,3,2-dioxaborolan-2-yl)-phenol), ClC1=NC=CC(=C1)N1CCN(CC1)C(=O)OCC(C)C (Isobutyl 4-(2-chloropyridin-4-yl)piperazine-1-carboxylate), C(=O)([O-])[O-].[K+].[K+] (K2CO3), CC#N (CH3CN). The reagents and catalysts are C=1C=CC(=CC1)[P](C=2C=CC=CC2)(C=3C=CC=CC3)[Pd]([P](C=4C=CC=CC4)(C=5C=CC=CC5)C=6C=CC=CC6)([P](C=7C=CC=CC7)(C=8C=CC=CC8)C=9C=CC=CC9)[P](C=1C=CC=CC1)(C=1C=CC=CC1)C=1C=CC=CC1 (Pd(Ph3P)4). Run in O (H2O). Reaction conditions: temperature 120 celsius. Yields the product OC1=C(C=CC=C1)C1=NC=CC(=C1)N1CCN(CC1)C(=O)OCC(C)C (Isobutyl 4-(2-(2-hydroxyphenyl)pyridin-4-yl)piperazine-1-carboxylate). RXN SMILES: CC1(C)C(C)(C)OB([C:9]2[CH:14]=[CH:13][CH:12]=[CH:11][C:10]=2[OH:15])O1.Cl[C:18]1[CH:23]=[C:22]([N:24]2[CH2:29][CH2:28][N:27]([C:30]([O:32][CH2:33][CH:34]([CH3:36])[CH3:35])=[O:31])[CH2:26][CH2:25]2)[CH:21]=[CH:20][N:19]=1.C([O-])([O-])=O.[K+].[K+].CC#N>C1C=CC([P]([Pd]([P](C2C=CC=CC=2)(C2C=CC=CC=2)C2C=CC=CC=2)([P](C2C=CC=CC=2)(C2C=CC=CC=2)C2C=CC=CC=2)[P](C2C=CC=CC=2)(C2C=CC=CC=2)C2C=CC=CC=2)(C2C=CC=CC=2)C2C=CC=CC=2)=CC=1.O>[OH:15][C:10]1[CH:11]=[CH:12][CH:13]=[CH:14][C:9]=1[C:18]1[CH:23]=[C:22]([N:24]2[CH2:29][CH2:28][N:27]([C:30]([O:32][CH2:33][CH:34]([CH3:36])[CH3:35])=[O:31])[CH2:26][CH2:25]2)[CH:21]=[CH:20][N:19]=1 |f:2.3.4,^1:49,51,70,89|. Procedure details: 2-(4,4,5,5-Tetramethyl-1,3,2-dioxaborolan-2-yl)-phenol (25/μL, 120 μmol), 3a (30 mg, 100 μmol), Pd(Ph3P)4 (12 mg, 10 μmol), K2CO3 (28 mg, 200 μmol), CH3CN (900 μL), and H2O (100 μL) were sealed in a microwave vessel and heated by microwave irradiation at 120° C. for 15 minutes. The reaction was filtered and purified by reverse phase HPLC to give compound 1. (10%-99% CH3CN/H2O), (10%-99% CH3CN (0.035% TFA)/H2O (0.05% TFA). LCMS: m/z 356.1 (M+H)+ at 2.24 minutes (10%-99% CH3CN/H2O), (10%-99% CH3CN... Reactants: [Si](C)(C)(C(C)(C)C)OCC(C(CC)=O)NC(OC(C)(C)C)=O (Tert-butyl 1-(tert-butyldimethylsilyloxy)-3-oxopentan-2-ylcarbamate), C1CCOC1.O (THF H2O), [Na+].[Cl-] (NaCl), C(=O)(O)[O-].[Na+] (NaHCO3). The solvent is C(C)(=O)O (acetic acid). Product: OCC(C(CC)=O)NC(OC(C)(C)C)=O (Tert-butyl 1-hydroxy-3-oxopentan-2-ylcarbamate). The yield is 97.2%. RXN SMILES: [Si]([O:8][CH2:9][CH:10]([NH:15][C:16](=[O:22])[O:17][C:18]([CH3:21])([CH3:20])[CH3:19])[C:11](=[O:14])[CH2:12][CH3:13])(C(C)(C)C)(C)C.C1COCC1.O.[Na+].[Cl-].C([O-])(O)=O.[Na+]>C(O)(=O)C>[OH:8][CH2:9][CH:10]([NH:15][C:16](=[O:22])[O:17][C:18]([CH3:21])([CH3:20])[CH3:19])[C:11](=[O:14])[CH2:12][CH3:13] |f:1.2,3.4,5.6|. Procedure: tert-butyl 1-(tertbutyldimethylsilyloxy)-3-oxopentan-2-ylcarbamate (26) (900 mg, 2.7 mmol, 1.0 equiv.) was added to a 100 mL RBF followed by a 1:1 mixture of THF/H2O (14 mL). The mixture was stirred and glacial acetic acid (21 mL) was added to the reaction flask. The reaction stirred for 22 h at rt. The reaction was transferred to a 250 mL separatory funnel with sat. NaCl (50 mL) and sat. NaHCO3 (30 mL). The aqueous layer was extracted with EtOAc (3×75 mL) and the combined organic layers were dr... The reactants are ClC1=CC=C(C=C1)C1=CC=C(C=C1)C(CCN)C (3-(4'-chloro-4-biphenylyl)butylamine), N1=CC=CC=C1 (pyridine), C(C)(=O)Cl (acetyl chloride). Run in O (water). Reaction conditions: time 2 hour. Product: C(C)(=O)NCCC(C)C1=CC=C(C=C1)C1=CC=C(C=C1)Cl (1-acetamido-3-(4'-chloro-4-biphenylyl)-butane). RXN SMILES: [Cl:1][C:2]1[CH:7]=[CH:6][C:5]([C:8]2[CH:13]=[CH:12][C:11]([CH:14]([CH3:18])[CH2:15][CH2:16][NH2:17])=[CH:10][CH:9]=2)=[CH:4][CH:3]=1.N1C=CC=CC=1.[C:25](Cl)(=[O:27])[CH3:26]>O>[C:25]([NH:17][CH2:16][CH2:15][CH:14]([C:11]1[CH:12]=[CH:13][C:8]([C:5]2[CH:4]=[CH:3][C:2]([Cl:1])=[CH:7][CH:6]=2)=[CH:9][CH:10]=1)[CH3:18])(=[O:27])[CH3:26]. Procedure details: A mixture of 2.6 g of of 3-(4'-chloro-4-biphenylyl)butylamine, 12 ml of pyridine and 1 ml of acetyl chloride is allowed to stand for 2 hours, decomposed with water and worked up in the customary manner to give 1-acetamido-3-(4'-chloro-4-biphenylyl)-butane, m.p. 118°-120°. The reactants are NC=1C=C(C=CC1)CC#N ((3-amino-phenyl)-acetonitrile), TEA, C(C)(=O)Cl (acetyl chloride). Reaction conditions: time 10 minute. Yields the product C(#N)CC=1C=C(C=CC1)NC(C)=O (N-(3-Cyanomethyl-phenyl)-acetamide). Yield: 84.4%. RXN SMILES: [NH2:1][C:2]1[CH:3]=[C:4]([CH2:8][C:9]#[N:10])[CH:5]=[CH:6][CH:7]=1.[C:11](Cl)(=[O:13])[CH3:12]>>[C:9]([CH2:8][C:4]1[CH:3]=[C:2]([NH:1][C:11](=[O:13])[CH3:12])[CH:7]=[CH:6][CH:5]=1)#[N:10]. Reported procedure: To a mixture of (3-amino-phenyl)-acetonitrile (500 mg, 3.79 mmol) and TEA (498 mg, 4.93 mmol) was added acetyl chloride (387 mg, 4.93 mmol) slowly at 0° C. The resulting mixture was stirred at room temperature for 10 min. The reaction mixture was quenched with saturated aqueous ammonium chloride and extracted with DCM twice. The combined organic layers were washed with aqueous ammonia chloride and brine, dried over anhydrous sodium sulfate and concentrated to afford the title compound (558 mg, 3... Reactants: Cl.O1CCN(CC1)C(=O)C=1N=C(N2C1CNCC2)C(F)(F)F (morpholino-[3-(trifluoromethyl)-5,6,7,8-tetrahydroimidazo[1,5-a]pyrazin-1-yl]methanone hydrochloride), C([O-])([O-])=O.[K+].[K+] (potassium carbonate). Solvent: C(C)(=O)OCC (ethyl acetate). Reaction conditions: time 4 hour. The product is O1CCN(CC1)C(=O)C=1N=C(N2C1CNCC2)C(F)(F)F (morpholino-[3-(trifluoromethyl)-5,6,7,8-tetrahydroimidazo[1,5-a]pyrazin-1-yl]methanone). The yield is 98.6%. RXN SMILES: Cl.[O:2]1[CH2:7][CH2:6][N:5]([C:8]([C:10]2[N:11]=[C:12]([C:19]([F:22])([F:21])[F:20])[N:13]3[CH2:18][CH2:17][NH:16][CH2:15][C:14]=23)=[O:9])[CH2:4][CH2:3]1.C(=O)([O-])[O-].[K+].[K+]>C(OCC)(=O)C>[O:2]1[CH2:7][CH2:6][N:5]([C:8]([C:10]2[N:11]=[C:12]([C:19]([F:21])([F:22])[F:20])[N:13]3[CH2:18][CH2:17][NH:16][CH2:15][C:14]=23)=[O:9])[CH2:4][CH2:3]1 |f:0.1,2.3.4|. Reported procedure: Crude morpholino-[3-(trifluoromethyl)-5,6,7,8-tetrahydro imidazo[1,5-a]pyrazin-1-yl]methanone hydrochloride 20c (330 mg, 1 mmol) was dissolved in 10 mL of ethyl acetate, followed by addition of potassium carbonate (10 g, 72 mmol). After stirring for 4 hours, the reaction mixture was filtered and the filtrate was concentrated under reduced pressure to obtain crude morpholino-[3-(trifluoromethyl)-5,6,7,8-tetrahydroimidazo[1,5-a]pyrazin-1-yl]methanone 20d (300 mg) as a light yellow solid. The produ... Reactants: BrC=1C=C(C=C(C1)C)C (5-bromo-m-xylene), Cl[Si](C)(C)C (chlorotrimethylsilane). Yields the product C[Si](C=1C=C(C=C(C1)C)C)(C)C (5-Trimethylsilyl-m-xylene). As a reaction SMILES: Br[C:2]1[CH:3]=[C:4]([CH3:9])[CH:5]=[C:6]([CH3:8])[CH:7]=1.Cl[Si:11]([CH3:14])([CH3:13])[CH3:12]>>[CH3:12][Si:11]([CH3:14])([CH3:13])[C:2]1[CH:3]=[C:4]([CH3:9])[CH:5]=[C:6]([CH3:8])[CH:7]=1. Procedure: In the same manner as described in preparation 1, 5-bromo-m-xylene was allowed to react with chlorotrimethylsilane, and afforded TSIX. The yield and properties of product are summarized in Table 1. Reactants: CCOC(=O)C(=O)c1ccc(OC2CCN(C(=O)OC(C)(C)C)C2)cc1, N#Cc1ccc2oc(C[P+](c3ccccc3)(c3ccccc3)c3ccccc3)cc2c1, CCO, [Cl-], [H-], [Na+], C1CCOC1, O=C(O)CC(O)(CC(=O)O)C(=O)O. Product: CCOC(=O)C(=Cc1cc2cc(C#N)ccc2o1)c1ccc(OC2CCN(C(=O)OC(C)(C)C)C2)cc1. As a reaction SMILES: [C:1]([CH3:2])([CH3:3])([CH3:4])[O:5][C:6](=[O:7])[N:8]1[CH2:9][CH:10]([O:13][c:14]2[cH:15][cH:16][c:17]([C:20]([C:21](=[O:22])[O:23][CH2:24][CH3:25])=[O:26])[cH:18][cH:19]2)[CH2:11][CH2:12]1.[C:28](#[N:29])[c:30]1[cH:31][cH:32][c:33]2[c:34]([cH:35][c:36]([CH2:38][P+:39]([c:40]3[cH:41][cH:42][cH:43][cH:44][cH:45]3)([c:46]3[cH:47][cH:48][cH:49][cH:50][cH:51]3)[c:52]3[cH:53][cH:54][cH:55][cH:56][cH:57]3)[o:37]2)[cH:58]1.[CH3:79][CH2:80][OH:81].[Cl-:27].[H-:59].[Na+:60].[O:74]1[CH2:75][CH2:76][CH2:77][CH2:78]1.[OH:61][C:62]([CH2:63][C:64]([C:65](=[O:66])[OH:67])([CH2:68][C:69](=[O:70])[OH:71])[OH:72])=[O:73]>>[C:1]([CH3:2])([CH3:3])([CH3:4])[O:5][C:6](=[O:7])[N:8]1[CH2:9][CH:10]([O:13][c:14]2[cH:15][cH:16][c:17]([C:20]([C:21](=[O:22])[O:23][CH2:24][CH3:25])=[CH:38][c:36]3[cH:35][c:34]4[c:33]([cH:32][cH:31][c:30]([C:28]#[N:29])[cH:58]4)[o:37]3)[cH:18][cH:19]2)[CH2:11][CH2:12]1. Reactants: CO, CO, NN, C1CCOC1, O, O=C1c2ccccc2C(=O)N1CCCn1nccn1. Yields the product NCCCn1nccn1. RXN SMILES: [CH3:23][OH:24].[CH3:30][OH:31].[NH2:21][NH2:22].[O:25]1[CH2:26][CH2:27][CH2:28][CH2:29]1.[OH2:20].[n:1]1[n:2]([CH2:6][CH2:7][CH2:8][N:9]2[C:10](=[O:11])[c:12]3[c:13]([cH:14][cH:15][cH:16][cH:17]3)[C:18]2=[O:19])[n:3][cH:4][cH:5]1>>[n:1]1[n:2]([CH2:6][CH2:7][CH2:8][NH2:9])[n:3][cH:4][cH:5]1.